From a dataset of the Open Reaction Database (ORD), a public repository of structured organic reaction records. describe an organic reaction: reactants, conditions, products, and yield Starting materials: CCOP(=O)(OCC)c1cccnc1, ClCCl, O=C(OO)c1cccc(Cl)c1. Yields the product CCOP(=O)(OCC)c1ccc[n+]([O-])c1. Reaction SMILES: [CH2:1]([CH3:2])[O:3][P:4](=[O:5])([O:6][CH2:7][CH3:8])[c:9]1[cH:10][n:11][cH:12][cH:13][cH:14]1.[CH2:26]([Cl:27])[Cl:28].[Cl:15][c:16]1[cH:17][cH:18][cH:19][c:20]([C:21]([O:22][OH:24])=[O:23])[cH:25]1>>[CH2:1]([CH3:2])[O:3][P:4](=[O:5])([O:6][CH2:7][CH3:8])[c:9]1[cH:10][n+:11]([O-:23])[cH:12][cH:13][cH:14]1. Reactants: O=C([O-])[O-], CC[N+]1(C)CCC(=O)CC1, CCO, NC1Cc2cccc3cccc1c23, [I-], [K+], [K+], O. Product: O=C1CCN(C2Cc3cccc4cccc2c34)CC1. Reaction SMILES: [C:1](=[O:2])([O-:3])[O-:4].[CH2:21]([N+:22]1([CH3:23])[CH2:24][CH2:25][C:26](=[O:29])[CH2:27][CH2:28]1)[CH3:30].[CH3:32][CH2:33][OH:34].[CH:7]1([NH2:19])[CH2:8][c:9]2[cH:10][cH:11][cH:12][c:13]3[cH:14][cH:15][cH:16][c:17]1[c:18]23.[I-:20].[K+:5].[K+:6].[OH2:31]>>[CH:7]1([N:19]2[CH2:24][CH2:25][C:26](=[O:29])[CH2:27][CH2:28]2)[CH2:8][c:9]2[cH:10][cH:11][cH:12][c:13]3[cH:14][cH:15][cH:16][c:17]1[c:18]23.